Dataset: the Open Reaction Database (ORD), a public repository of structured organic reaction records. Task: describe an organic reaction: reactants, conditions, products, and yield Starting materials: O1COC2=C1C=CC(=C2)C2=C1C=C(C(=CC1=C(C1=C2C(OC1)=O)O)OC)OC (9-(1,3-Benzodioxol-5-yl)-6,7-dimethoxy-4-hydroxynaphtho[2,3-c]furan-1(3H)-one), O1COC2=C1C=CC(=C2)C2=C1C=C(C(=CC1=C(C1=C2C(OC1)=O)O)OC)OC (9-(1,3-benzodioxol-5-yl)-6,7-dimethoxy-4-hydroxynaphtho[2,3-c]furan-1(3H)-one), CI (methyl iodide), CC(=O)C (acetone). Yields the product O1COC2=C1C=CC(=C2)C2=C1C=C(C(=CC1=C(C1=C2C(OC1)=O)OC)OC)OC (9-(1,3-benzodioxol-5-yl)-4,6,7-trimethoxynaphtho[2,3-c]furan-1-(3H)-one). As a reaction SMILES: [O:1]1[C:5]2[CH:6]=[CH:7][C:8]([C:10]3[C:19]4[C:20](=[O:23])[O:21][CH2:22][C:18]=4[C:17]([OH:24])=[C:16]4[C:11]=3[CH:12]=[C:13]([O:27][CH3:28])[C:14]([O:25][CH3:26])=[CH:15]4)=[CH:9][C:4]=2[O:3][CH2:2]1.CI.[CH3:31]C(C)=O>>[O:1]1[C:5]2[CH:6]=[CH:7][C:8]([C:10]3[C:19]4[C:20](=[O:23])[O:21][CH2:22][C:18]=4[C:17]([O:24][CH3:31])=[C:16]4[C:11]=3[CH:12]=[C:13]([O:27][CH3:28])[C:14]([O:25][CH3:26])=[CH:15]4)=[CH:9][C:4]=2[O:3][CH2:2]1. Procedure details: The product of step F, diphyllin, (10; 75 mg; 0.197 mmol), and 1 ml methyl iodide were dissolved in 5 ml acetone containing 82 mg potassium carbonate (0.6 mmol), and the resulting solution heated at about 60° for one hour. After removing acetone, a residue remained which was treated with methylene chloride and 10% aqueous hydrogen chloride. After separation of aqueous and organic layers, the organic layer was washed with saturated sodium chloride and dried over magnesium sulfate. Evaporation of ... The reactants are O=C([O-])[O-], ClCCl, O=C(Cl)OCc1ccccc1, [K+], [K+], CN1CCN(c2cccc3ccc(N)cc23)CC1, O. The product is CN1CCN(c2cccc3ccc(NC(=O)OCc4ccccc4)cc23)CC1. Reaction SMILES: [C:30](=[O:31])([O-:32])[O-:33].[CH2:37]([Cl:38])[Cl:39].[Cl:19][C:20](=[O:21])[O:22][CH2:23][c:24]1[cH:25][cH:26][cH:27][cH:28][cH:29]1.[K+:34].[K+:35].[NH2:1][c:2]1[cH:3][cH:4][c:5]2[cH:6][cH:7][cH:8][c:9]([N:12]3[CH2:13][CH2:14][N:15]([CH3:18])[CH2:16][CH2:17]3)[c:10]2[cH:11]1.[OH2:36]>>[NH:1]([c:2]1[cH:3][cH:4][c:5]2[cH:6][cH:7][cH:8][c:9]([N:12]3[CH2:13][CH2:14][N:15]([CH3:18])[CH2:16][CH2:17]3)[c:10]2[cH:11]1)[C:20](=[O:21])[O:22][CH2:23][c:24]1[cH:25][cH:26][cH:27][cH:28][cH:29]1. Reactants: solution, Cl[O-].[Na+] (sodium hypochlorite), CC1CC=C(C(C1(C)C)/C=C/C(=O)C)C (α-irone), C(Cl)Cl (methylene chloride), P(=O)([O-])([O-])[O-].[K+].[K+].[K+] (potassium phosphate). Solvent: O (water). Conditions: time 1 hour. Yields the product ClC1CC(C(C(C1=C)C=CC(C)=O)(C)C)C (4-(5-chloro-6-methylene-2,2,3-trimethylcyclohexyl)-3-buten-2-one). RXN SMILES: Cl[O-].[Na+].[CH3:4][CH:5]1[C:10]([CH3:12])([CH3:11])[CH:9](/[CH:13]=[CH:14]/[C:15]([CH3:17])=[O:16])[C:8]([CH3:18])=[CH:7][CH2:6]1.C(Cl)[Cl:20].P([O-])([O-])([O-])=O.[K+].[K+].[K+]>O>[Cl:20][CH:7]1[C:8](=[CH2:18])[CH:9]([CH:13]=[CH:14][C:15](=[O:16])[CH3:17])[C:10]([CH3:11])([CH3:12])[CH:5]([CH3:4])[CH2:6]1 |f:0.1,4.5.6.7|. Procedure: To a mixture of commercial bleach (42.6 ml of a 5.25% solution of sodium hypochlorite), α-irone (6.24 g), and methylene chloride (200 ml) was added a solution of potassium phosphate (monobasic) (8.16 g) in water (40 ml) during a 30 minute period. The mixture was stirred for 1 hour at 25°. The methylene chloride solution was washed with sodium bicarbonate solution and evaporated to give 7.8 g of crude product. Purification by column chromatography gave 4.59 g of 4-(5-chloro-6-methylene-2,2,3-trim... Starting materials: CN(C)C=O, [Cl-], ClCCl, Nc1ccc(C(=O)N2CC3CCCN3S(=O)(=O)c3ccccc32)cc1, C1CCOC1, O, O=S(Cl)Cl, O=C(O)c1ccccc1-c1ccccc1, c1ccncc1. Product: O=C(Nc1ccc(C(=O)N2CC3CCCN3S(=O)(=O)c3ccccc32)cc1)c1ccccc1-c1ccccc1. RXN SMILES: [CH3:61][N:62]([CH3:63])[CH:64]=[O:65].[Cl-:20].[Cl:51][CH2:52][Cl:53].[NH2:21][c:22]1[cH:23][cH:24][c:25]([C:26](=[O:27])[N:28]2[CH2:29][CH:30]3[N:31]([S:32](=[O:39])(=[O:40])[c:33]4[c:34]2[cH:35][cH:36][cH:37][cH:38]4)[CH2:41][CH2:42][CH2:43]3)[cH:44][cH:45]1.[O:46]1[CH2:47][CH2:48][CH2:49][CH2:50]1.[OH2:54].[S:16]([Cl:17])([Cl:18])=[O:19].[c:1]1(-[c:7]2[c:8]([C:9](=[O:10])[OH:11])[cH:12][cH:13][cH:14][cH:15]2)[cH:2][cH:3][cH:4][cH:5][cH:6]1.[cH:55]1[cH:56][cH:57][n:58][cH:59][cH:60]1>>[c:1]1(-[c:7]2[c:8]([C:9](=[O:11])[NH:21][c:22]3[cH:23][cH:24][c:25]([C:26](=[O:27])[N:28]4[CH2:29][CH:30]5[N:31]([S:32](=[O:39])(=[O:40])[c:33]6[c:34]4[cH:35][cH:36][cH:37][cH:38]6)[CH2:41][CH2:42][CH2:43]5)[cH:44][cH:45]3)[cH:12][cH:13][cH:14][cH:15]2)[cH:2][cH:3][cH:4][cH:5][cH:6]1. Reactants: C(C)(C)N(CC)C(C)C (Diisopropylethylamine), OCC(N1CCOCC1)C1=CC=CC(=N1)NC1=C(N=C(S1)C=1C=NC(=CC1)N1CCOCC1)C(=O)O (5-{[6-(2-Hydroxy-1-morpholin-4-ylethyl)pyridin-2-yl]amino}-2-(6-morpholin-4-ylpyridin-3-yl)-1,3-thiazole-4-carboxylic acid), [Cl-].[NH4+] (ammonium chloride), ON1N=NC2=C1C=CC=C2 (N-hydroxybenzotriazole), Cl.C(C)N=C=NCCCN(C)C (1-ethyl-3-(3-dimethylaminopropyl)carbodiimide hydrochloride). The solvent is O (water), CN(C)C=O (DMF). Run at time 36 hour. Yields the product OCC(N1CCOCC1)C1=CC=CC(=N1)NC1=C(N=C(S1)C=1C=NC(=CC1)N1CCOCC1)C(=O)N (5-{[6-(2-Hydroxy-1-morpholin-4-ylethyl)pyridin-2-yl]amino}-2-(6-morpholin-4-ylpyridin-3-yl)-1,3-thiazole-4-carboxamide). RXN SMILES: [OH:1][CH2:2][CH:3]([C:10]1[N:15]=[C:14]([NH:16][C:17]2[S:21][C:20]([C:22]3[CH:23]=[N:24][C:25]([N:28]4[CH2:33][CH2:32][O:31][CH2:30][CH2:29]4)=[CH:26][CH:27]=3)=[N:19][C:18]=2[C:34]([OH:36])=O)[CH:13]=[CH:12][CH:11]=1)[N:4]1[CH2:9][CH2:8][O:7][CH2:6][CH2:5]1.O[N:38]1C2C=CC=CC=2N=N1.Cl.C(N=C=NCCCN(C)C)C.[Cl-].[NH4+].C(N(C(C)C)CC)(C)C>CN(C=O)C.O>[OH:1][CH2:2][CH:3]([C:10]1[N:15]=[C:14]([NH:16][C:17]2[S:21][C:20]([C:22]3[CH:23]=[N:24][C:25]([N:28]4[CH2:33][CH2:32][O:31][CH2:30][CH2:29]4)=[CH:26][CH:27]=3)=[N:19][C:18]=2[C:34]([NH2:38])=[O:36])[CH:13]=[CH:12][CH:11]=1)[N:4]1[CH2:9][CH2:8][O:7][CH2:6][CH2:5]1 |f:2.3,4.5|. Procedure details: 5-{[6-(2-Hydroxy-1-morpholin-4-ylethyl)pyridin-2-yl]amino}-2-(6-morpholin-4-ylpyridin-3-yl)-1,3-thiazole-4-carboxylic acid (64 mg, 0.13 mmol), N-hydroxybenzotriazole (39 mg, 0.25 mmol), 1-ethyl-3-(3-dimethylaminopropyl)carbodiimide hydrochloride (48 mg, 0.25 mmol), and ammonium chloride (34 mg, 0.63 mmol) were taken up in DMF (4.2 mL) under argon. Diisopropylethylamine (110 μl, 0.63 mmol) was added and the mixture was stirred at room temperature for 36 hours. The solution was then diluted with w... The reactants are Brc1ccc2ncccc2c1, [Li]C(C)(C)C, CCc1c(C(=O)O)c(=O)c2cc(F)c(Br)c(F)c2n1CC, C1CCOC1, CCCCC, CCOCC, [Cl-], [Cl-], O, [Zn+2]. Yields the product CCc1c(C(=O)O)c(=O)c2cc(F)c(-c3ccc4ncccc4c3)c(F)c2n1CC. As a reaction SMILES: [Br:1][c:2]1[cH:3][c:4]2[cH:5][cH:6][cH:7][n:8][c:9]2[cH:10][cH:11]1.[C:12]([Li:13])([CH3:14])([CH3:15])[CH3:16].[CH2:17]([CH3:18])[c:19]1[n:20]([CH2:36][CH3:37])[c:21]2[c:22]([F:35])[c:23]([Br:34])[c:24]([F:33])[cH:25][c:26]2[c:27](=[O:32])[c:28]1[C:29](=[O:30])[OH:31].[CH2:44]1[O:45][CH2:46][CH2:47][CH2:48]1.[CH3:39][CH2:40][CH2:41][CH2:42][CH3:43].[CH3:52][CH2:53][O:54][CH2:55][CH3:56].[Cl-:49].[Cl-:51].[OH2:38].[Zn+2:50]>>[c:2]1(-[c:23]2[c:22]([F:35])[c:21]3[n:20]([CH2:36][CH3:37])[c:19]([CH2:17][CH3:18])[c:28]([C:29](=[O:30])[OH:31])[c:27](=[O:32])[c:26]3[cH:25][c:24]2[F:33])[cH:3][c:4]2[cH:5][cH:6][cH:7][n:8][c:9]2[cH:10][cH:11]1. Reactants: C12(CC1)C1C3C(C2CC1)C(=O)OC3=O (Spiro[bicyclo[2.2.1]heptane-7,1′-cyclopropane]-2,3-dicarboxylic Acid Anhydride), BrC1=CC=C(N)C=C1 (4-bromoaniline). Solvent: C(Cl)(Cl)Cl (chloroform). Product: BrC1=CC=C(C=C1)NC(=O)[C@H]1[C@H]([C@H]2CC[C@@H]1C21CC1)C(=O)O ((+/−)-(1R,2S,3R,4S)-3-(4-Bromophenylcarbamoyl)spiro[bicyclo[2.2.1]heptane-7,1′-cyclopropane]-2-carboxylic Acid). RXN SMILES: [C:1]12([CH:7]3[CH2:8][CH2:9][CH:4]1[CH:5]1[C:13](=[O:14])[O:12][C:10](=[O:11])[CH:6]13)[CH2:3][CH2:2]2.[Br:15][C:16]1[CH:22]=[CH:21][C:19]([NH2:20])=[CH:18][CH:17]=1>C(Cl)(Cl)Cl>[Br:15][C:16]1[CH:22]=[CH:21][C:19]([NH:20][C:10]([C@@H:6]2[C@H:7]3[C:1]4([CH2:3][CH2:2]4)[C@H:4]([CH2:9][CH2:8]3)[C@@H:5]2[C:13]([OH:12])=[O:14])=[O:11])=[CH:18][CH:17]=1. Reported procedure: Following General Procedure A, Compound 2 (0.090 g, 0.47 mmol) and 4-bromoaniline (0.080 g, 0.47 mmol) in chloroform (3.0 mL) were converted into the title compound, which was isolated as a white solid. Starting materials: ClC1=C2C=C(N=CC2=C(C=C1)F)OS(=O)(=O)C(F)(F)F (trifluoromethanesulfonic acid 5-chloro-8-fluoroisoquinolin-3-yl ester), CC1(OB(OC1(C)C)C=1C(=NC=CC1)N)C (3-(4,4,5,5-tetramethyl-[1,3,2]dioxaborolan-2-yl)-pyridin-2-ylamine), C(=O)([O-])[O-].[Cs+].[Cs+] (Cs2CO3). The reagents and catalysts are C=1C=CC(=CC1)[P](C=2C=CC=CC2)(C=3C=CC=CC3)[Pd]([P](C=4C=CC=CC4)(C=5C=CC=CC5)C=6C=CC=CC6)([P](C=7C=CC=CC7)(C=8C=CC=CC8)C=9C=CC=CC9)[P](C=1C=CC=CC1)(C=1C=CC=CC1)C=1C=CC=CC1 (Pd(PPh3)4). The solvent is O1CCOCC1.O (dioxane H2O). Conditions: temperature 100 celsius. Product: ClC1=C2C=C(N=CC2=C(C=C1)F)C=1C(=NC=CC1)N (3-(5-Chloro-8-fluoroisoquinolin-3-yl)-pyridin-2-ylamine). Reaction SMILES: [Cl:1][C:2]1[CH:11]=[CH:10][C:9]([F:12])=[C:8]2[C:3]=1[CH:4]=[C:5](OS(C(F)(F)F)(=O)=O)[N:6]=[CH:7]2.CC1(C)C(C)(C)OB([C:29]2[C:30]([NH2:35])=[N:31][CH:32]=[CH:33][CH:34]=2)O1.C([O-])([O-])=O.[Cs+].[Cs+]>O1CCOCC1.O.C1C=CC([P]([Pd]([P](C2C=CC=CC=2)(C2C=CC=CC=2)C2C=CC=CC=2)([P](C2C=CC=CC=2)(C2C=CC=CC=2)C2C=CC=CC=2)[P](C2C=CC=CC=2)(C2C=CC=CC=2)C2C=CC=CC=2)(C2C=CC=CC=2)C2C=CC=CC=2)=CC=1>[Cl:1][C:2]1[CH:11]=[CH:10][C:9]([F:12])=[C:8]2[C:3]=1[CH:4]=[C:5]([C:29]1[C:30]([NH2:35])=[N:31][CH:32]=[CH:33][CH:34]=1)[N:6]=[CH:7]2 |f:2.3.4,5.6,^1:53,55,74,93|. Reported procedure: A mixture of trifluoromethanesulfonic acid 5-chloro-8-fluoroisoquinolin-3-yl ester (9.00 g, 27.4 mmol), 3-(4,4,5,5-tetramethyl-[1,3,2]dioxaborolan-2-yl)-pyridin-2-ylamine (8.42 g, 38.3 mmol), Pd(PPh3)4 (0.63 g, 2 mol %), and Cs2CO3 (20.5 g, 62.9 mmol) in dioxane/H2O (4:1, 300 mL) were heated under nitrogen at 100° C. for 16 h. Solvents were evaporated in vacuo, water (100 mL) was added to the residue, and the mixture was extracted with EtOAc (3×75 mL). The EtOAc extract was dried over MgSO4, fil...